Dataset: the Open Reaction Database (ORD), a public repository of structured organic reaction records. Task: describe an organic reaction: reactants, conditions, products, and yield The product is FC=1C=C(C=CC1OCCC)C1=CC=C(C=C1)OC[C@@H](CCC=1C=NC=CC1)O ((2R)-1-(3'-Fluoro-4'-propoxybiphenyl-4-yloxy)-4-(3-pyridyl)-2-butanol). Reagents/catalysts: C=1C=CC(=CC1)[P](C=2C=CC=CC2)(C=3C=CC=CC3)[Pd]([P](C=4C=CC=CC4)(C=5C=CC=CC5)C=6C=CC=CC6)([P](C=7C=CC=CC7)(C=8C=CC=CC8)C=9C=CC=CC9)[P](C=1C=CC=CC1)(C=1C=CC=CC1)C=1C=CC=CC1 (tetrakis(triphenylphosphine)palladium(0)). Reactants: C1(=CC=CC=C1)C (toluene), FC=1C=C(C=CC1OCCC)B(O)O (3-fluoro-4-propoxybenzeneboronic acid), C([O-])([O-])=O.[Na+].[Na+] (sodium carbonate), BrC1=CC=C(OC[C@@H](CCC=2C=NC=CC2)O)C=C1 ((2R)-1-(4-bromophenoxy)-4-(3-pyridyl)-2-butanol). Run in C(C)O (ethanol). Procedure details: Prepared according to the method described in Example 33a) from toluene (5 ml), aqueous sodium carbonate (2 M, 1 ml), (2R)-1-(4-bromophenoxy)-4-(3-pyridyl)-2-butanol (0.25 g, Example 40a), ethanol (1 ml), 3-fluoro-4-propoxybenzeneboronic acid (0.23 g) and tetrakis(triphenylphosphine)palladium(0) (22 mg) with heating at reflux for 4 hours. The residue obtained after work-up was purified by column chromatography over silica eluting with ethyl acetate to give the title compound as a white solid (0.... Isolated yield 61.9%. RXN SMILES: C1(C)C=CC=CC=1.C(=O)([O-])[O-].[Na+].[Na+].Br[C:15]1[CH:32]=[CH:31][C:18]([O:19][CH2:20][C@H:21]([OH:30])[CH2:22][CH2:23][C:24]2[CH:25]=[N:26][CH:27]=[CH:28][CH:29]=2)=[CH:17][CH:16]=1.[F:33][C:34]1[CH:35]=[C:36](B(O)O)[CH:37]=[CH:38][C:39]=1[O:40][CH2:41][CH2:42][CH3:43]>C1C=CC([P]([Pd]([P](C2C=CC=CC=2)(C2C=CC=CC=2)C2C=CC=CC=2)([P](C2C=CC=CC=2)(C2C=CC=CC=2)C2C=CC=CC=2)[P](C2C=CC=CC=2)(C2C=CC=CC=2)C2C=CC=CC=2)(C2C=CC=CC=2)C2C=CC=CC=2)=CC=1.C(O)C>[F:33][C:34]1[CH:35]=[C:36]([C:15]2[CH:32]=[CH:31][C:18]([O:19][CH2:20][C@H:21]([OH:30])[CH2:22][CH2:23][C:24]3[CH:25]=[N:26][CH:27]=[CH:28][CH:29]=3)=[CH:17][CH:16]=2)[CH:37]=[CH:38][C:39]=1[O:40][CH2:41][CH2:42][CH3:43] |f:1.2.3,^1:50,52,71,90|. The reagents and catalysts are [Cu]I (CuI), C=1C=CC(=CC1)[P](C=2C=CC=CC2)(C=3C=CC=CC3)[Pd]([P](C=4C=CC=CC4)(C=5C=CC=CC5)C=6C=CC=CC6)([P](C=7C=CC=CC7)(C=8C=CC=CC8)C=9C=CC=CC9)[P](C=1C=CC=CC1)(C=1C=CC=CC1)C=1C=CC=CC1 (Pd(Ph3P)4). Product: COC1=C(C(=NC(=N1)SC)N[C@@H]1C[C@@H]([C@@H]2[C@H]1OC(O2)(C)C)CO)C=2SC1=C(C=NC=C1)N2 (((3aR,4R,6R,6aS)-6-(6-Methoxy-2-(methylthio)-5-(thiazolo[4,5-c]pyridin-2-yl)pyrimidin-4-ylamino)-2,2-dimethyltetrahydro-3aH-cyclopenta[d][1,3]dioxol-4-yl)methanol). Procedure: Compound 6 (467 mg, 1.00 mmol), thiazolo[4,5-c]pyridine (272 mg, 2.00 mmol), CuI (67.0 mg, 0.350 mmol), cesium carbonate (1.95 mg, 6.00 mmol) and Pd(Ph3P)4 (231 mg, 0.200 mmol) were combined and suspended in DMF (10 mL). The reaction was degassed and heated to 100° C. for a 1 h. The reaction mixture was cooled to room temperature, extracted twice with ethyl acetate. The combined organics were washed with water, brine, dried (MgSO4), filtered and concentrated. The residue was then purified by col... Solvent: CN(C)C=O (DMF). The reactants are IC=1C(=NC(=NC1OC)SC)N[C@@H]1C[C@@H]([C@@H]2[C@H]1OC(O2)(C)C)CO (((3aR,4R,6R,6aS)-6-(5-Iodo-6-methoxy-2-(methylthio)pyrimidin-4-ylamino)-2,2-dimethyltetrahydro-3aH-cyclopenta[d][1,3]dioxol-4-yl)methanol), S1C=NC=2C=NC=CC21 (thiazolo[4,5-c]pyridine), C([O-])([O-])=O.[Cs+].[Cs+] (cesium carbonate). Run at temperature 100 celsius. As a reaction SMILES: I[C:2]1[C:3]([NH:12][C@H:13]2[C@@H:17]3[O:18][C:19]([CH3:22])([CH3:21])[O:20][C@@H:16]3[C@@H:15]([CH2:23][OH:24])[CH2:14]2)=[N:4][C:5]([S:10][CH3:11])=[N:6][C:7]=1[O:8][CH3:9].[S:25]1[C:33]2[CH:32]=[CH:31][N:30]=[CH:29][C:28]=2[N:27]=[CH:26]1.C(=O)([O-])[O-].[Cs+].[Cs+]>CN(C=O)C.[Cu]I.C1C=CC([P]([Pd]([P](C2C=CC=CC=2)(C2C=CC=CC=2)C2C=CC=CC=2)([P](C2C=CC=CC=2)(C2C=CC=CC=2)C2C=CC=CC=2)[P](C2C=CC=CC=2)(C2C=CC=CC=2)C2C=CC=CC=2)(C2C=CC=CC=2)C2C=CC=CC=2)=CC=1>[CH3:9][O:8][C:7]1[N:6]=[C:5]([S:10][CH3:11])[N:4]=[C:3]([NH:12][C@H:13]2[C@@H:17]3[O:18][C:19]([CH3:22])([CH3:21])[O:20][C@@H:16]3[C@@H:15]([CH2:23][OH:24])[CH2:14]2)[C:2]=1[C:26]1[S:25][C:33]2[CH:32]=[CH:31][N:30]=[CH:29][C:28]=2[N:27]=1 |f:2.3.4,^1:50,52,71,90|. Starting materials: O (water), ClCC(=O)NC1=C2C(N(C(C2=CC=C1)=O)C(CS(=O)(=O)C)C1=CC(=C(C=C1)OC)OCC)=O (2-chloro-N-{2-[1-(3-ethoxy-4-methoxyphenyl)-2-methylsulfonylethyl]-1,3-dioxoisoindolin-4-yl}acetamide), [N-]=[N+]=[N-].[Na+] (sodium azide), C1(=CC=CC=C1)P(C1=CC=CC=C1)C1=CC=CC=C1 (triphenylphosphine), O (water). Run in CCOCC (ether), CC(=O)C (acetone). Product: NCC(=O)NC1=C2C(N(C(C2=CC=C1)=O)C(CS(=O)(=O)C)C1=CC(=C(C=C1)OC)OCC)=O (2-amino-N-{2-[1-(3-ethoxy-4-methoxyphenyl)-2-methylsulfonylethyl]-1,3-dioxoisoindolin-4-yl}acetamide). The yield is 86.2%. RXN SMILES: Cl[CH2:2][C:3]([NH:5][C:6]1[CH:14]=[CH:13][CH:12]=[C:11]2[C:7]=1[C:8](=[O:33])[N:9]([CH:16]([C:22]1[CH:27]=[CH:26][C:25]([O:28][CH3:29])=[C:24]([O:30][CH2:31][CH3:32])[CH:23]=1)[CH2:17][S:18]([CH3:21])(=[O:20])=[O:19])[C:10]2=[O:15])=[O:4].[N-:34]=[N+]=[N-].[Na+].C1(P(C2C=CC=CC=2)C2C=CC=CC=2)C=CC=CC=1.O>CC(C)=O.CCOCC>[NH2:34][CH2:2][C:3]([NH:5][C:6]1[CH:14]=[CH:13][CH:12]=[C:11]2[C:7]=1[C:8](=[O:33])[N:9]([CH:16]([C:22]1[CH:27]=[CH:26][C:25]([O:28][CH3:29])=[C:24]([O:30][CH2:31][CH3:32])[CH:23]=1)[CH2:17][S:18]([CH3:21])(=[O:20])=[O:19])[C:10]2=[O:15])=[O:4] |f:1.2|. Procedure: A mixture of 2-chloro-N-{2-[1-(3-ethoxy-4-methoxyphenyl)-2-methylsulfonylethyl]-1,3-dioxoisoindolin-4-yl}acetamide (0.30 g, 0.61 mmol) and sodium azide (90 mg, 1.38 mmol) in acetone (10 mL) was heated to reflux for 8 hours. To the solution was added triphenylphosphine (0.30 g, 1.1 mmol) and water (0.4 mL). The solution was heated to reflux for 5 more h. The solvent was removed in vacuo to give an oil. The oil was stirred in ether (10 mL) and water (10 mL) overnight to give a suspension. The susp... Starting materials: CCCCCC(CC#N)n1cc(-c2ncnc3c2ccn3COCC[Si](C)(C)C)cn1, CC#N, F[B-](F)(F)F, [Li+], [NH4+], [OH-], O. Product: CCCCCC(CC#N)n1cc(-c2ncnc3[nH]ccc23)cn1. RXN SMILES: [CH3:1][Si:2]([CH3:3])([CH3:4])[CH2:5][CH2:6][O:30][CH2:31][n:7]1[cH:8][cH:9][c:10]2[c:11]1[n:12][cH:13][n:14][c:15]2-[c:16]1[cH:17][n:18][n:19]([CH:21]([CH2:22][C:23]#[N:24])[CH2:25][CH2:26][CH2:27][CH2:28][CH3:29])[cH:20]1.[CH3:32][C:33]#[N:34].[F:36][B-:37]([F:38])([F:39])[F:40].[Li+:41].[NH4+:42].[OH-:43].[OH2:35]>>[nH:7]1[cH:8][cH:9][c:10]2[c:11]1[n:12][cH:13][n:14][c:15]2-[c:16]1[cH:17][n:18][n:19]([CH:21]([CH2:22][C:23]#[N:24])[CH2:25][CH2:26][CH2:27][CH2:28][CH3:29])[cH:20]1. Starting materials: C(#N)C1=NC=CC(=C1)CN1C([C@H](CC1)NS(=O)(=O)C1=C(C2=C(S1)C=CC(=C2)Cl)C)=O (5-chloro-3-methylbenzo[b]thiophene-2-sulfonic acid [1-(2-cyanopyridin-4-ylmethyl)-2-oxopyrrolidin-3-(S)-yl]amide), CI (methyl iodide). Product: C(#N)C1=NC=CC(=C1)CN1C([C@H](CC1)N(S(=O)(=O)C1=C(C2=C(S1)C=CC(=C2)Cl)C)C)=O (5-Chloro-3-methylbenzo[b]thiophene-2-sulfonic acid [1-(2-cyanopyridin-4-ylmethyl)-2-oxopyrrolidin-3-(S)-yl]-methylamide). RXN SMILES: [C:1]([C:3]1[CH:8]=[C:7]([CH2:9][N:10]2[CH2:14][CH2:13][C@H:12]([NH:15][S:16]([C:19]3[S:23][C:22]4[CH:24]=[CH:25][C:26]([Cl:28])=[CH:27][C:21]=4[C:20]=3[CH3:29])(=[O:18])=[O:17])[C:11]2=[O:30])[CH:6]=[CH:5][N:4]=1)#[N:2].[CH3:31]I>>[C:1]([C:3]1[CH:8]=[C:7]([CH2:9][N:10]2[CH2:14][CH2:13][C@H:12]([N:15]([CH3:31])[S:16]([C:19]3[S:23][C:22]4[CH:24]=[CH:25][C:26]([Cl:28])=[CH:27][C:21]=4[C:20]=3[CH3:29])(=[O:17])=[O:18])[C:11]2=[O:30])[CH:6]=[CH:5][N:4]=1)#[N:2]. Reported procedure: The title compound is prepared from 5-chloro-3-methylbenzo[b]thiophene-2-sulfonic acid [1-(2-cyanopyridin-4-ylmethyl)-2-oxopyrrolidin-3-(S)-yl]amide as described in EXAMPLE 141, Part D using methyl iodide in place of benzyl bromide. The crude product is purified by column chromatography eluting with gradient of 10% EtOAc/CH2Cl2 to 25% EtOAc/CH2Cl2 to afford the title compound as a white solid.